Dataset: the Open Reaction Database (ORD), a public repository of structured organic reaction records. Task: describe an organic reaction: reactants, conditions, products, and yield The reactants are CN1Cc2c(N3CCN(C(=O)OC(C)(C)C)CC3)ccc([N+](=O)[O-])c2C1=O, CCO, Cl, [Fe], [Na+], [OH-]. Yields the product CN1Cc2c(N3CCN(C(=O)OC(C)(C)C)CC3)ccc(N)c2C1=O. RXN SMILES: [C:1]([CH3:2])([CH3:3])([CH3:4])[O:5][C:6](=[O:7])[N:8]1[CH2:9][CH2:10][N:11]([c:14]2[c:15]3[c:19]([c:20]([N+:23]([O-:24])=[O:25])[cH:21][cH:22]2)[C:18](=[O:26])[N:17]([CH3:27])[CH2:16]3)[CH2:12][CH2:13]1.[CH3:31][CH2:32][OH:33].[ClH:28].[Fe:34].[Na+:30].[OH-:29]>>[C:1]([CH3:2])([CH3:3])([CH3:4])[O:5][C:6](=[O:7])[N:8]1[CH2:9][CH2:10][N:11]([c:14]2[c:15]3[c:19]([c:20]([NH2:23])[cH:21][cH:22]2)[C:18](=[O:26])[N:17]([CH3:27])[CH2:16]3)[CH2:12][CH2:13]1. Product: COc1ccc(CCNCc2ccc(C(C)(C)C)cc2)cc1. Reaction SMILES: [BH4-:24].[C:1]([CH3:2])([CH3:3])([CH3:4])[c:5]1[cH:6][cH:7][c:8]([CH:9]=[O:10])[cH:11][cH:12]1.[CH3:13][O:14][c:15]1[cH:16][cH:17][c:18]([CH2:21][CH2:22][NH2:23])[cH:19][cH:20]1.[CH3:27][OH:28].[ClH:26].[Na+:25]>>[C:1]([CH3:2])([CH3:3])([CH3:4])[c:5]1[cH:6][cH:7][c:8]([CH2:9][NH:23][CH2:22][CH2:21][c:18]2[cH:17][cH:16][c:15]([O:14][CH3:13])[cH:20][cH:19]2)[cH:11][cH:12]1. Reactants: [BH4-], CC(C)(C)c1ccc(C=O)cc1, COc1ccc(CCN)cc1, CO, Cl, [Na+]. Reaction SMILES: [CH:1]([C:3]1[O:4][C:5]2[C:11]([O:12][CH3:13])=[CH:10][CH:9]=[CH:8][C:6]=2[CH:7]=1)=[O:2].C([O-])(=O)C.[Na+].[Br:19]Br>ClCCl>[CH:1]([C:3]1[O:4][C:5]2[C:11]([O:12][CH3:13])=[CH:10][CH:9]=[C:8]([Br:19])[C:6]=2[CH:7]=1)=[O:2] |f:1.2|. The product is C(=O)C=1OC2=C(C1)C(=CC=C2OC)Br (2-Formyl-4-bromo-7-methoxybenzofuran). Procedure: 2-Formyl-7-methoxybenzofuran (1.0 g) was stirred in dichloromethane (10 ml) under nitrogen at 0° C. Sodium acetate (1.4 g) was added followed by the dropwise addition of bromine (0.29 ml). Further dichloromethane (20 ml) was added to the mixture to facilitate stirring and the mixture was stirred overnight. The reaction mixture was diluted with dichloromethane (40 ml) and washed with water (30 ml). Drying over magnesium sulfate followed by removal of the solvent in vacuo gave a pale orange solid.... Solvent: ClCCl (dichloromethane), ClCCl (dichloromethane), ClCCl (dichloromethane). Starting materials: BrBr (bromine), C(C)(=O)[O-].[Na+] (Sodium acetate), C(=O)C=1OC2=C(C1)C=CC=C2OC (2-Formyl-7-methoxybenzofuran). The reactants are CO, COC(=O)c1nc(Br)cnc1N. Yields the product Nc1ncc(Br)nc1C(=O)O. Reaction SMILES: [CH3:13][OH:14].[NH2:1][c:2]1[c:3]([C:9](=[O:10])[O:11][CH3:12])[n:4][c:5]([Br:8])[cH:6][n:7]1>>[NH2:1][c:2]1[c:3]([C:9](=[O:10])[OH:11])[n:4][c:5]([Br:8])[cH:6][n:7]1.